This data is from the Open Reaction Database (ORD), a public repository of structured organic reaction records. The task is: describe an organic reaction: reactants, conditions, products, and yield Starting materials: C(C)(=O)N1[C@H](C[C@H](C2=CC(=CC=C12)C=1C=NN(C1)CCN(C(OC(C)(C)C)=O)C)N)C (1,1-dimethylethyl (2-{4-[(2S,4R)-1-acetyl-4-amino-2-methyl-1,2,3,4-tetrahydro-6-quinolinyl]-1H-pyrazol-1-yl}ethyl)methylcarbamate), CC(C)([O-])C.[Na+] (sodium tert-butoxide), C1(CCCCC1)P(C1=C(C=CC=C1)C=1C(=CC=CC1)N(C)C)C1CCCCC1 (2′-(dicyclohexylphosphino)-N,N-dimethylbiphenyl-2-amine), intermediate 55, BrC1=NC=CC=N1 (2-bromopyrimidine). Reagents/catalysts: C=1C=CC(=CC1)/C=C/C(=O)/C=C/C2=CC=CC=C2.C=1C=CC(=CC1)/C=C/C(=O)/C=C/C2=CC=CC=C2.C=1C=CC(=CC1)/C=C/C(=O)/C=C/C2=CC=CC=C2.[Pd].[Pd] (tris(dibenzylideneacetone)dipalladium(0)). Solvent: O1CCOCC1 (1,4-dioxane). Run at temperature 110 celsius, time 16 hour. The product is C(C)(=O)N1[C@H](C[C@H](C2=CC(=CC=C12)C=1C=NN(C1)CCN(C(OC(C)(C)C)=O)C)NC1=NC=CC=N1)C (1,1-dimethylethyl (2-{4-[(2S,4R)-1-acetyl-2-methyl-4-(2-pyrimidinylamino)-1,2,3,4-tetrahydro-6-quinolinyl]-1H-pyrazol-1-yl}ethyl)methylcarbamate). Isolated yield 20.9%. RXN SMILES: [C:1]([N:4]1[C:13]2[C:8](=[CH:9][C:10]([C:14]3[CH:15]=[N:16][N:17]([CH2:19][CH2:20][N:21]([CH3:29])[C:22](=[O:28])[O:23][C:24]([CH3:27])([CH3:26])[CH3:25])[CH:18]=3)=[CH:11][CH:12]=2)[C@H:7]([NH2:30])[CH2:6][C@@H:5]1[CH3:31])(=[O:3])[CH3:2].Br[C:33]1[N:38]=[CH:37][CH:36]=[CH:35][N:34]=1.CC(C)([O-])C.[Na+].C1(P(C2CCCCC2)C2C=CC=CC=2C2C(N(C)C)=CC=CC=2)CCCCC1>C1C=CC(/C=C/C(/C=C/C2C=CC=CC=2)=O)=CC=1.C1C=CC(/C=C/C(/C=C/C2C=CC=CC=2)=O)=CC=1.C1C=CC(/C=C/C(/C=C/C2C=CC=CC=2)=O)=CC=1.[Pd].[Pd].O1CCOCC1>[C:1]([N:4]1[C:13]2[C:8](=[CH:9][C:10]([C:14]3[CH:15]=[N:16][N:17]([CH2:19][CH2:20][N:21]([CH3:29])[C:22](=[O:28])[O:23][C:24]([CH3:25])([CH3:26])[CH3:27])[CH:18]=3)=[CH:11][CH:12]=2)[C@H:7]([NH:30][C:33]2[N:38]=[CH:37][CH:36]=[CH:35][N:34]=2)[CH2:6][C@@H:5]1[CH3:31])(=[O:3])[CH3:2] |f:2.3,5.6.7.8.9|. Reported procedure: A flask was charged with 1,1-dimethylethyl (2-{4-[(2S,4R)-1-acetyl-4-amino-2-methyl-1,2,3,4-tetrahydro-6-quinolinyl]-1H-pyrazol-1-yl}ethyl)methylcarbamate (for a preparation see intermediate 55) (250 mg, 0.585 mmol), 2-bromopyrimidine (186 mg, 1.169 mmol), sodium tert-butoxide (112 mg, 1.169 mmol), 2′-(dicyclohexylphosphino)-N,N-dimethylbiphenyl-2-amine (DavePhos) (46.0 mg, 0.117 mmol) and then tris(dibenzylideneacetone)dipalladium(0) (53.5 mg, 0.058 mmol) then filled with 1,4-dioxane (5 mL) and... Reactants: C(C)(C)(C)OC(=O)N1CCC(CC1)C1=NOC2=C1SC=C2C (4-(6-methyl-thieno[2,3-d]isoxazol-3-yl)-piperidine-1-carboxylic acid tert-butyl ester), Cl (hydrochloric acid). The solvent is CO (methanol). The product is Cl.CC1=CSC=2C(=NOC21)C2CCNCC2 (6-methyl-3-piperidin-4-yl-thieno[2,3-d]isoxazole hydrochloride). As a reaction SMILES: C(OC([N:8]1[CH2:13][CH2:12][CH:11]([C:14]2[C:18]3[S:19][CH:20]=[C:21]([CH3:22])[C:17]=3[O:16][N:15]=2)[CH2:10][CH2:9]1)=O)(C)(C)C.[ClH:23]>CO>[ClH:23].[CH3:22][C:21]1[C:17]2[O:16][N:15]=[C:14]([CH:11]3[CH2:12][CH2:13][NH:8][CH2:9][CH2:10]3)[C:18]=2[S:19][CH:20]=1 |f:3.4|. Reported procedure: Stir a solution of 4-(6-methyl-thieno[2,3-d]isoxazol-3-yl)-piperidine-1-carboxylic acid tert-butyl ester (8.84 mmol, 2.85 g, 1.00 equivalents) in hydrochloric acid (48.75 mL, 1 M solution in diethyl ether) and methanol (2.00 mL) at room temperature for 3.5 hours. Filter the suspension, collect the white solid and dry to yield the desired product (659 mg). Allow the mother liquor to age overnight, filter, collect the white solid and dry to yield additional desired product (1.252 g). LC/MS (ESI), ... As a reaction SMILES: O[CH2:2][C:3]1[S:7][CH:6]=[N:5][CH:4]=1.Cl.[NH2:9][CH2:10][CH2:11][SH:12].[BrH:13]>>[BrH:13].[BrH:13].[NH2:9][CH2:10][CH2:11][S:12][CH2:2][C:3]1[S:7][CH:6]=[N:5][CH:4]=1 |f:1.2,4.5.6|. Reported procedure: The reaction of 5-hydroxymethylthiazole (2.01 g.) with cysteamine hydrochloride (1.99 g.) in aqueous hydrobromic acid by the method described in Example 1(i)(a) gave 5-((2-aminoethyl)thiomethyl)thiazole dihydrobromide (4.85 g.) m.p. 191°-4° (from methanol). The product is Br.Br.NCCSCC1=CN=CS1 (5-((2-aminoethyl)thiomethyl)thiazole dihydrobromide). The reactants are OCC1=CN=CS1 (5-hydroxymethylthiazole), Cl.NCCS (cysteamine hydrochloride), Br (hydrobromic acid). The reactants are CCOC(=O)/N=N/C(=O)OCC (DEAD), O(C1=CC=CC=C1)C=1C=C(C=CC1)\C=C\C(C)O ((-)-(E)-1-(3-phenoxyphenyl)but-1-en-3-ol), C(C)(C)(C)OC(=O)NOC(=O)OC(C)(C)C (N,O-bis(t-butoxycarbonyl)hydroxylamine), C1(=CC=CC=C1)P(C1=CC=CC=C1)C1=CC=CC=C1 (triphenylphosphine). The solvent is C1(=CC=CC=C1)C (toluene), C1(=CC=CC=C1)C (toluene), CCOCC (ether). Conditions: temperature -78 celsius. Product: C(C)(C)(C)OC(=O)N(OC(=O)OC(C)(C)C)C(C=CC1=CC(=CC=C1)OC1=CC=CC=C1)C (N,O-bis(t-butoxycarbonyl)-N-[1-methyl-3-(3-phenoxyphenyl)prop -2-en-1-yl]hydroxylamine). As a reaction SMILES: [O:1]([C:8]1[CH:9]=[C:10](/[CH:14]=[CH:15]/[CH:16](O)[CH3:17])[CH:11]=[CH:12][CH:13]=1)[C:2]1[CH:7]=[CH:6][CH:5]=[CH:4][CH:3]=1.[C:19]([O:23][C:24]([NH:26][O:27][C:28]([O:30][C:31]([CH3:34])([CH3:33])[CH3:32])=[O:29])=[O:25])([CH3:22])([CH3:21])[CH3:20].C1(P(C2C=CC=CC=2)C2C=CC=CC=2)C=CC=CC=1.CCOC(/N=N/C(OCC)=O)=O>C1(C)C=CC=CC=1.CCOCC>[C:19]([O:23][C:24]([N:26]([CH:16]([CH3:17])[CH:15]=[CH:14][C:10]1[CH:11]=[CH:12][CH:13]=[C:8]([O:1][C:2]2[CH:7]=[CH:6][CH:5]=[CH:4][CH:3]=2)[CH:9]=1)[O:27][C:28]([O:30][C:31]([CH3:34])([CH3:33])[CH3:32])=[O:29])=[O:25])([CH3:22])([CH3:21])[CH3:20]. Procedure details: (-)-(E)-1-3(-Phenoxyphenyl)but-1-en-3-ol from step (d) (2.6 g), N,O-bis(t-butoxycarbonyl)hydroxylamine (2.65 g), and triphenylphosphine (4.25 g) were taken up in toluene (30 ml) and cooled to -78° C. under N2. A solution of DEAD (2.9 g) in toluene (10 ml) was then added and the mixture allowed to warm to room tempterature. 40/60 pet.ether (60 ml) was added to precipitate Ph3P=O as a dark gummy mass. The mother liquor was decanted off and stripped to give a tan/orange oil which was eluted through... Reactants: C(C)N(CCOC1=CC=C(NC(C2=C(C=CC=C2OC)OC)=O)C=C1)CC (4′-[2-(Diethylamino)ethoxy]-2,6-dimethoxybenzanilide), C(C)O (ethanol), Cl.C(C)O (HCl ethanol). Solvent: C(C)OCC (ethyl ether). The product is Cl.C(C)N(CCOC1=CC=C(NC(C2=C(C=CC=C2OC)OC)=O)C=C1)CC (4′-[2-(diethylamino)ethoxy]-2,6-dimethoxybenzanilide hydrochloride). As a reaction SMILES: [CH2:1]([N:3]([CH2:26][CH3:27])[CH2:4][CH2:5][O:6][C:7]1[CH:25]=[CH:24][C:10]([NH:11][C:12](=[O:23])[C:13]2[C:18]([O:19][CH3:20])=[CH:17][CH:16]=[CH:15][C:14]=2[O:21][CH3:22])=[CH:9][CH:8]=1)[CH3:2].C(O)C.[ClH:31].C(O)C>C(OCC)C>[ClH:31].[CH2:26]([N:3]([CH2:1][CH3:2])[CH2:4][CH2:5][O:6][C:7]1[CH:25]=[CH:24][C:10]([NH:11][C:12](=[O:23])[C:13]2[C:14]([O:21][CH3:22])=[CH:15][CH:16]=[CH:17][C:18]=2[O:19][CH3:20])=[CH:9][CH:8]=1)[CH3:27] |f:2.3,5.6|. Procedure: 4′-[2-(Diethylamino)ethoxy]-2,6-dimethoxybenzanilide (2.17 g) was dissolved into ethanol (20 ml) and added with 1N HCl/ethanol (12 ml) and then stirred. The reaction mixture was added with ethyl ether (100 ml) and insolubles precipitated were collected by filtration and dried under vacuum to obtain 4′-[2-(diethylamino)ethoxy]-2,6-dimethoxybenzanilide hydrochloride (2.29 g) as color-less crystal.